Dataset: the Open Reaction Database (ORD), a public repository of structured organic reaction records. Task: describe an organic reaction: reactants, conditions, products, and yield Reactants: Cl.C(C)OC(CCN)=O (β-alanine ethyl ester hydrochloride), O.ON1N=NC2=C1C=CC=C2 (1-hydroxybenzotriazole monohydrate), BrC1=C(OC2=C1C=C(C=C2)OC)C(C2CCCCC2)NC2=CC=C(C(=O)O)C=C2 (4-{[(3-bromo-5-methoxy-1-benzofuran-2-yl)(cyclohexyl)methyl]amino}benzoic acid), Cl.C(C)N=C=NCCCN(C)C (1-ethyl-3-(3-dimethylaminopropyl)carbodiimide hydrochloride), Cl (Hydrochloric acid). Solvent: CN(C=O)C (N,N-dimethylformamide), C(C)N(CC)CC (triethylamine). Conditions: time 8 hour. Yields the product BrC1=C(OC2=C1C=C(C=C2)OC)C(C2CCCCC2)NC2=CC=C(C=C2)C(=O)NCCC(=O)OCC (ethyl 3-{[(4-{[(3-bromo-5-methoxy-1-benzofuran-2-yl)(cyclohexyl)methyl]amino}phenyl)carbonyl]amino}propanoate). Yield: 88.1%. As a reaction SMILES: [Br:1][C:2]1[C:6]2[CH:7]=[C:8]([O:11][CH3:12])[CH:9]=[CH:10][C:5]=2[O:4][C:3]=1[CH:13]([NH:20][C:21]1[CH:29]=[CH:28][C:24]([C:25](O)=[O:26])=[CH:23][CH:22]=1)[CH:14]1[CH2:19][CH2:18][CH2:17][CH2:16][CH2:15]1.Cl.[CH2:31]([O:33][C:34](=[O:38])[CH2:35][CH2:36][NH2:37])[CH3:32].O.ON1C2C=CC=CC=2N=N1.Cl.C(N=C=NCCCN(C)C)C.Cl>CN(C)C=O.C(N(CC)CC)C>[Br:1][C:2]1[C:6]2[CH:7]=[C:8]([O:11][CH3:12])[CH:9]=[CH:10][C:5]=2[O:4][C:3]=1[CH:13]([NH:20][C:21]1[CH:22]=[CH:23][C:24]([C:25]([NH:37][CH2:36][CH2:35][C:34]([O:33][CH2:31][CH3:32])=[O:38])=[O:26])=[CH:28][CH:29]=1)[CH:14]1[CH2:15][CH2:16][CH2:17][CH2:18][CH2:19]1 |f:1.2,3.4,5.6|. Procedure details: To a mixture of 4-{[(3-bromo-5-methoxy-1-benzofuran-2-yl)(cyclohexyl)methyl]amino}benzoic acid (125 mg) synthesized above, β-alanine ethyl ester hydrochloride (63.0 mg), 1-hydroxybenzotriazole monohydrate (62.9 mg), triethylamine (114 μL) and N,N-dimethylformamide (10 mL) was added 1-ethyl-3-(3-dimethylaminopropyl)carbodiimide hydrochloride (78.6 mg), and the mixture was stirred overnight at room temperature. 1N Hydrochloric acid was added to quench the reaction, and the mixture was extracted wi... The reactants are CN(C)C=O, [Cl-], CC(C)C(Cl)C=C(Cl)C(F)(F)F, [Li+], O. Yields the product CC(C)=CC=C(Cl)C(F)(F)F. As a reaction SMILES: [CH3:16][N:17]([CH3:18])[CH:19]=[O:20].[Cl-:14].[Cl:1][C:2]([C:3]([F:4])([F:5])[F:6])=[CH:7][CH:8]([CH:9]([CH3:10])[CH3:11])[Cl:12].[Li+:13].[OH2:15]>>[Cl:1][C:2]([C:3]([F:4])([F:5])[F:6])=[CH:7][CH:8]=[C:9]([CH3:10])[CH3:11].